Task: describe an organic reaction: reactants, conditions, products, and yield. Dataset: the Open Reaction Database (ORD), a public repository of structured organic reaction records Starting materials: COCCOC=1C=C2C(=CN1)NC(=C2)C(=O)O (5-(2-Methoxy-ethoxy)-1H-pyrrolo[2,3-c]pyridine-2-carboxylic acid), Cl.Cl.C(C)(C)N1CCC(CC1)N (1-isopropyl-piperidin-4-ylamine dihydrochloride), CN(C)C=O (DMF), CCN(C(C)C)C(C)C (DIPEA). Conditions: time 4 hour. Yields the product C(C)(C)N1CCC(CC1)NC(=O)C1=CC=2C(=CN=C(C2)OCCOC)N1 (5-(2-Methoxy-ethoxy)-1H-pyrrolo[2,3-c]pyridine-2-carboxylic acid (1-isopropyl-piperidin-4-yl)-amide). As a reaction SMILES: [CH3:1][O:2][CH2:3][CH2:4][O:5][C:6]1[CH:7]=[C:8]2[CH:14]=[C:13]([C:15]([OH:17])=O)[NH:12][C:9]2=[CH:10][N:11]=1.Cl.Cl.[CH:20]([N:23]1[CH2:28][CH2:27][CH:26]([NH2:29])[CH2:25][CH2:24]1)([CH3:22])[CH3:21].CN(C=O)C.CCN(C(C)C)C(C)C>>[CH:20]([N:23]1[CH2:28][CH2:27][CH:26]([NH:29][C:15]([C:13]2[NH:12][C:9]3=[CH:10][N:11]=[C:6]([O:5][CH2:4][CH2:3][O:2][CH3:1])[CH:7]=[C:8]3[CH:14]=2)=[O:17])[CH2:25][CH2:24]1)([CH3:22])[CH3:21] |f:1.2.3|. Procedure details: To a solution of 820 mg (3.47 mmol) of 5-(2-Methoxy-ethoxy)-1H-pyrrolo[2,3-c]pyridine-2-carboxylic acid and 745 mg (3.47 mmol) 1-isopropyl-piperidin-4-ylamine dihydrochloride in 30 mL absolute DMF 1.13 g (3.47 mmol) TOTU and 1.81 mL (10.41 mmol) DIPEA were added and the mixture was stirred for 4 h at room temperature. The solvent was removed in vacuo, the residue dissolved in CH2Cl2 and the CH2Cl2 phase washed with a saturated NaHCO3 solution. The organic phase was concentrated and the residue p...